From a dataset of the Open Reaction Database (ORD), a public repository of structured organic reaction records. describe an organic reaction: reactants, conditions, products, and yield Starting materials: COc1ccc(C2(c3ccnc(C(F)(F)F)c3)N=C(N)c3c(F)cccc32)cc1Br, CCCC[Sn](CCCC)(CCCC)c1cnccn1, CN(C)C=O, c1ccc(P(c2ccccc2)(c2ccccc2)[Pd](P(c2ccccc2)(c2ccccc2)c2ccccc2)(P(c2ccccc2)(c2ccccc2)c2ccccc2)P(c2ccccc2)(c2ccccc2)c2ccccc2)cc1. Product: COc1ccc(C2(c3ccnc(C(F)(F)F)c3)N=C(N)c3c(F)cccc32)cc1-c1cnccn1. As a reaction SMILES: [Br:1][c:2]1[cH:3][c:4]([C:10]2([c:21]3[cH:22][c:23]([C:27]([F:28])([F:29])[F:30])[n:24][cH:25][cH:26]3)[N:11]=[C:12]([NH2:20])[c:13]3[c:14]([F:19])[cH:15][cH:16][cH:17][c:18]32)[cH:5][cH:6][c:7]1[O:8][CH3:9].[CH2:31]([Sn:32]([CH2:33][CH2:34][CH2:35][CH3:42])([c:36]1[n:37][cH:38][cH:39][n:40][cH:41]1)[CH2:43][CH2:44][CH2:45][CH3:46])[CH2:47][CH2:48][CH3:49].[O:127]=[CH:128][N:129]([CH3:130])[CH3:131].[cH:50]1[cH:51][cH:52][c:53]([P:54]([Pd:55]([P:56]([c:57]2[cH:58][cH:59][cH:60][cH:61][cH:62]2)([c:63]2[cH:64][cH:65][cH:66][cH:67][cH:68]2)[c:69]2[cH:70][cH:71][cH:72][cH:73][cH:74]2)([P:75]([c:76]2[cH:77][cH:78][cH:79][cH:80][cH:81]2)([c:82]2[cH:83][cH:84][cH:85][cH:86][cH:87]2)[c:88]2[cH:89][cH:90][cH:91][cH:92][cH:93]2)[P:94]([c:95]2[cH:96][cH:97][cH:98][cH:99][cH:100]2)([c:101]2[cH:102][cH:103][cH:104][cH:105][cH:106]2)[c:107]2[cH:108][cH:109][cH:110][cH:111][cH:112]2)([c:113]2[cH:114][cH:115][cH:116][cH:117][cH:118]2)[c:119]2[cH:120][cH:121][cH:122][cH:123][cH:124]2)[cH:125][cH:126]1>>[c:2]1(-[c:36]2[n:37][cH:38][cH:39][n:40][cH:41]2)[cH:3][c:4]([C:10]2([c:21]3[cH:22][c:23]([C:27]([F:28])([F:29])[F:30])[n:24][cH:25][cH:26]3)[N:11]=[C:12]([NH2:20])[c:13]3[c:14]([F:19])[cH:15][cH:16][cH:17][c:18]32)[cH:5][cH:6][c:7]1[O:8][CH3:9]. Reactants: O=C([O-])[O-], CS(C)=O, CC(C)(C)OC(=O)N1CC=C(c2cncnc2Cl)CC1, [Cs+], [Cs+], O, O=C(c1ccc(O)cc1)c1nc2ccccc2[nH]1. Yields the product CC(C)(C)OC(=O)N1CC=C(c2cncnc2Oc2ccc(C(=O)c3nc4ccccc4[nH]3)cc2)CC1. Reaction SMILES: [C:25](=[O:26])([O-:27])[O-:28].[CH3:21][S:22]([CH3:23])=[O:24].[Cl:1][c:2]1[n:3][cH:4][n:5][cH:6][c:7]1[C:8]1=[CH:9][CH2:10][N:11]([C:14](=[O:15])[O:16][C:17]([CH3:18])([CH3:19])[CH3:20])[CH2:12][CH2:13]1.[Cs+:29].[Cs+:30].[OH2:49].[nH:31]1[c:32]([C:40](=[O:41])[c:42]2[cH:43][cH:44][c:45]([OH:48])[cH:46][cH:47]2)[n:33][c:34]2[c:35]1[cH:36][cH:37][cH:38][cH:39]2>>[c:2]1([O:48][c:45]2[cH:44][cH:43][c:42]([C:40]([c:32]3[nH:31][c:35]4[c:34]([n:33]3)[cH:39][cH:38][cH:37][cH:36]4)=[O:41])[cH:47][cH:46]2)[n:3][cH:4][n:5][cH:6][c:7]1[C:8]1=[CH:9][CH2:10][N:11]([C:14](=[O:15])[O:16][C:17]([CH3:18])([CH3:19])[CH3:20])[CH2:12][CH2:13]1. The reactants are FC1(OC2=C(O1)C=CC(=C2)N2/C(/SC(=C2)CO)=N/C(N(C)C)=O)F (N′-[(2Z)-3-(2,2-difluoro-1,3-benzodioxol-5-yl)-5-(hydroxymethyl)-1,3-thiazol-2(3H)-ylidene]-N,N-dimethylurea), COCCN(CCOC)S(F)(F)F (bis(2-methoxyethyl)aminosulfur trifluoride), C([O-])(O)=O.[Na+] (sodium bicarbonate). The solvent is C(Cl)Cl (CH2Cl2). Run at time 4 hour. Yields the product FC1(OC2=C(O1)C=CC(=C2)N2/C(/SC(=C2)CF)=N/C(N(C)C)=O)F (N′-[(2Z)-3-(2,2-difluoro-1,3-benzodioxol-5-yl)-5-(fluoromethyl)-1,3-thiazol-2(3H)-ylidene]-N,N-dimethylurea). Reaction SMILES: [F:1][C:2]1([F:24])[O:6][C:5]2[CH:7]=[CH:8][C:9]([N:11]3[CH:15]=[C:14]([CH2:16]O)[S:13]/[C:12]/3=[N:18]\[C:19](=[O:23])[N:20]([CH3:22])[CH3:21])=[CH:10][C:4]=2[O:3]1.COCCN(S(F)(F)[F:35])CCOC.C(=O)(O)[O-].[Na+]>C(Cl)Cl>[F:1][C:2]1([F:24])[O:6][C:5]2[CH:7]=[CH:8][C:9]([N:11]3[CH:15]=[C:14]([CH2:16][F:35])[S:13]/[C:12]/3=[N:18]\[C:19](=[O:23])[N:20]([CH3:22])[CH3:21])=[CH:10][C:4]=2[O:3]1 |f:2.3|. Procedure details: A solution of N′-[(2Z)-3-(2,2-difluoro-1,3-benzodioxol-5-yl)-5-(hydroxymethyl)-1,3-thiazol-2(3H)-ylidene]-N,N-dimethylurea (Example 87, 0.2 g, 0.56 mmol) in dry CH2Cl2 (10 mL) was treated with bis(2-methoxyethyl)aminosulfur trifluoride (0.148 g, 0.67 mmol). After 4 hours at room temperature, the mixture was neutralized by dropwise addition of a saturated solution of sodium bicarbonate. The mixture was washed with water and brine, dried over sodium sulfate, filtered and concentrated under reduced... Reactants: CC(C)I, [K+], [K+], O=C([O-])[O-], CN(C)C=O, Oc1cccc2ncccc12. Yields the product CC(C)Oc1cccc2ncccc12. RXN SMILES: [I:18][CH:19]([CH3:20])[CH3:21].[K+:12].[K+:13].[O-:14][C:15]([O-:16])=[O:17].[O:22]=[CH:23][N:24]([CH3:25])[CH3:26].[OH:1][c:2]1[cH:3][cH:4][cH:5][c:6]2[n:7][cH:8][cH:9][cH:10][c:11]12>>[O:1]([c:2]1[cH:3][cH:4][cH:5][c:6]2[n:7][cH:8][cH:9][cH:10][c:11]12)[CH:19]([CH3:20])[CH3:21]. The reactants are [OH-].[Na+] (NaOH), CNC1=CC=C(CC#N)C=C1 (4-methylaminobenzylcyanide), C(Cl)C1CO1 (epichlorohydrine), O (water). Run in C(C)O (ethanol), C(C)O (ethanol). Reaction conditions: time 1 hour. The product is CN(CC1CO1)C1=CC=C(CC#N)C=C1 (4-[N-Methyl-N-(2,3-epoxypropyl)amino]benzylcyanide). Isolated yield 52.3%. As a reaction SMILES: [CH3:1][NH:2][C:3]1[CH:11]=[CH:10][C:6]([CH2:7][C:8]#[N:9])=[CH:5][CH:4]=1.[CH2:12]([CH:14]1[O:16][CH2:15]1)Cl.O.[OH-].[Na+]>C(O)C>[CH3:1][N:2]([C:3]1[CH:11]=[CH:10][C:6]([CH2:7][C:8]#[N:9])=[CH:5][CH:4]=1)[CH2:12][CH:14]1[O:16][CH2:15]1 |f:3.4|. Procedure details: A mixture of 4-methylaminobenzylcyanide (3.05 g, 20.9 mmol), epichlorohydrine (2.4 ml, 2.87 g, 31 mmol), ethanol (25 ml) and water (20 ml) was heated under reflux for 3 hours. After cooling the mixture was diluted with ethanol (10 ml) followed by addition of aqueous 10N NaOH (6 ml). The obtained clear solution was stirred at room temperature for one hour and the ethanol was distilled off. The residue was diluted with 100 ml of water and extracted with ether (3×50 ml). The organic extracts were w... Starting materials: C1(=CC=CC=C1)B(O)O (phenylboronic acid), BrC=1C=C2N(N=CC(=C2N[C@H]2C([C@](CC2)(C(=O)OC)C)(C)C)C(N)=O)C1 ((1S,3R)-methyl 3-(6-bromo-3-carbamoylpyrrolo[1,2-b]pyridazin-4-ylamino)-1,2,2-trimethylcyclopentanecarboxylate), P(=O)([O-])([O-])[O-].[K+].[K+].[K+] (potassium phosphate), solution. Reagents/catalysts: C(C)(C)(C)P([C-]1C=CC=C1)C(C)(C)C.[C-]1(C=CC=C1)P(C(C)(C)C)C(C)(C)C.[Fe+2] (1,1′-bis(di-tert-butylphosphino)ferrocene), C(C)(=O)[O-].[Pd+2].C(C)(=O)[O-] (palladium (II) acetate). Run in CN(C)C=O (DMF). Run at temperature 90 celsius. Product: C(N)(=O)C1=C(C=2N(N=C1)C=C(C2)C2=CC=CC=C2)N[C@H]2C([C@](CC2)(C(=O)OC)C)(C)C ((1S,3R)-methyl 3-(3-carbamoyl-6-phenylpyrrolo[1,2-b]pyridazin-4-ylamino)-1,2,2-trimethylcyclopentanecarboxylate). Isolated yield 59.7%. RXN SMILES: Br[C:2]1[CH:3]=[C:4]2[C:9]([NH:10][C@@H:11]3[CH2:15][CH2:14][C@:13]([CH3:20])([C:16]([O:18][CH3:19])=[O:17])[C:12]3([CH3:22])[CH3:21])=[C:8]([C:23](=[O:25])[NH2:24])[CH:7]=[N:6][N:5]2[CH:26]=1.[C:27]1(B(O)O)[CH:32]=[CH:31][CH:30]=[CH:29][CH:28]=1.P([O-])([O-])([O-])=O.[K+].[K+].[K+]>CN(C=O)C.C(P(C(C)(C)C)[C-]1C=CC=C1)(C)(C)C.[C-]1(P(C(C)(C)C)C(C)(C)C)C=CC=C1.[Fe+2].C([O-])(=O)C.[Pd+2].C([O-])(=O)C>[C:23]([C:8]1[CH:7]=[N:6][N:5]2[CH:26]=[C:2]([C:27]3[CH:32]=[CH:31][CH:30]=[CH:29][CH:28]=3)[CH:3]=[C:4]2[C:9]=1[NH:10][C@@H:11]1[CH2:15][CH2:14][C@:13]([CH3:20])([C:16]([O:18][CH3:19])=[O:17])[C:12]1([CH3:21])[CH3:22])(=[O:25])[NH2:24] |f:2.3.4.5,7.8.9,10.11.12|. Procedure details: A solution of (1S,3R)-methyl 3-(6-bromo-3-carbamoylpyrrolo[1,2-b]pyridazin-4-ylamino)-1,2,2-trimethylcyclopentanecarboxylate (307 mg, 0.725 mmol) in DMF (4.8 ml) was added into a reaction vial charged with phenylboronic acid (177 mg, 1.450 mmol), 1,1′-bis(di-tert-butylphosphino)ferrocene (34.8 mg, 0.073 mmol) and palladium (II) acetate (16.28 mg, 0.073 mmol), followed by addition of a 2.0 M aqueous potassium phosphate, dibasic solution (1.1 ml, 2.176 mmol). The suspension was purged with nitroge... Starting materials: CN(CCNC(C#CC1=CC(=CC=C1)Cl)=O)C=1SC=CN1 (N-(2-(methyl(thiazol-2-yl)amino)ethyl)-3-(3-chlorophenyl)-propiolamide), N=C=N (carbodiimide), CN(CCN)C=1SC(=CN1)C (N1-methyl-N1-(5-methylthiazol-2-yl)ethane-1,2-diamine), ClC=1C=C(C=CC1)C#CC(=O)O ((3-chlorophenyl)propiolic acid). Solvent: C(Cl)Cl (DCM). Run at time 16 hour. Product: ClC=1C=C(C=CC1)C#CC(=O)NCCN(C=1SC(=CN1)C)C (3-(3-chlorophenyl)-N-(2-(methyl(5-methylthiazol-2-yl)amino)ethyl)-propiolamide). Reaction SMILES: N=C=N.[CH3:4][N:5]([C:9]1[S:10][C:11]([CH3:14])=[CH:12][N:13]=1)[CH2:6][CH2:7][NH2:8].[Cl:15][C:16]1[CH:17]=[C:18]([C:22]#[C:23][C:24](O)=[O:25])[CH:19]=[CH:20][CH:21]=1.CN(C1SC=CN=1)CCNC(=O)C#CC1C=CC=C(Cl)C=1>C(Cl)Cl>[Cl:15][C:16]1[CH:17]=[C:18]([C:22]#[C:23][C:24]([NH:8][CH2:7][CH2:6][N:5]([CH3:4])[C:9]2[S:10][C:11]([CH3:14])=[CH:12][N:13]=2)=[O:25])[CH:19]=[CH:20][CH:21]=1. Procedure: 2.19 g (˜2.6 mmol) of PS carbodiimide were added to a solution of 232 mg (1.35 mmol) of N1-methyl-N1-(5-methylthiazol-2-yl)ethane-1,2-diamine and 367 mg (2.03 mmol) of (3-chlorophenyl)propiolic acid in DCM (40 ml). The mixture was then shaken for 16 h at RT, after which the resin was filtered out and rinsed with DCM and EtOH. The filtrate was evaporated under a vacuum and CC (DCE/EtOH 5:1) was carried out with the residue, 169 mg (0.51 mmol, 37%) of N-(2-(methyl(thiazol-2-yl)amino)ethyl)-3-(3-ch... Reactants: Cl.OC12[C@H](OC(C1CNCC1C3([C@@H](OC1=O)C1=C(CCC[C@@]1(CC3)C)C)O)=O)C3=C(CCC[C@]3(CC2)C)C ((5aS,9bR)-3a-Hydroxy-3-((((5aR,9bS)-3a-hydroxy-5a,9-dimethyl-2-oxo-2,3,3a,4,5,5a,6,7,8,9b-decahydronaphtho[1,2-b]furan-3-yl)methylamino)methyl)-5a,9-dimethyl-3,3a,4,5,5a,6,7,8-octahydronaphtho[1,2-b]furan-2(9bH)-one hydrochloride), C(C)N=C=S (ethyl isothiocyanate). Solvent: O1CCCC1 (tetrahydrofuran). Reaction conditions: temperature 25 celsius, time 3 hour. The product is C(C)NC(N(CC1C2([C@H](OC1=O)C1=C(CCC[C@]1(CC2)C)C)O)CC2C1([C@@H](OC2=O)C2=C(CCC[C@@]2(CC1)C)C)O)=S (3-Ethyl-1-(((5aR,9bS)-3a-hydroxy-5a,9-dimethyl-2-oxo-2,3,3a,4,5,5a,6,7,8,9b-decahydronaphtho[1,2-b]furan-3-yl)methyl)-1-(((5aS,9bR)-3a-hydroxy-5a,9-dimethyl-2-oxo-2,3,3a,4,5,5a,6,7,8,9b-decahydronaphtho[1,2-b]furan-3-yl)methyl)thiourea). RXN SMILES: Cl.[OH:2][C:3]12[CH2:36][CH2:35][C@@:34]3([CH3:37])[C:29](=[C:30]([CH3:38])[CH2:31][CH2:32][CH2:33]3)[C@H:4]1[O:5][C:6](=[O:28])[CH:7]2[CH2:8][NH:9][CH2:10][CH:11]1[C:15](=[O:16])[O:14][C@H:13]2[C:17]3[C@@:22]([CH3:25])([CH2:23][CH2:24][C:12]12[OH:27])[CH2:21][CH2:20][CH2:19][C:18]=3[CH3:26].[CH2:39]([N:41]=[C:42]=[S:43])[CH3:40]>O1CCCC1>[CH2:39]([NH:41][C:42](=[S:43])[N:9]([CH2:10][CH:11]1[C:15](=[O:16])[O:14][C@H:13]2[C:17]3[C@@:22]([CH3:25])([CH2:23][CH2:24][C:12]12[OH:27])[CH2:21][CH2:20][CH2:19][C:18]=3[CH3:26])[CH2:8][CH:7]1[C:6](=[O:28])[O:5][C@@H:4]2[C:29]3[C@:34]([CH3:37])([CH2:35][CH2:36][C:3]12[OH:2])[CH2:33][CH2:32][CH2:31][C:30]=3[CH3:38])[CH3:40] |f:0.1|. Procedure details: The compound obtained in step 1 of example 55 (200 mg, 0.389 mmole) was dissolved in dry tetrahydrofuran (10 mL) and to it ethyl isothiocyanate (54.22 mg, 0.62 mmole) was added dropwise. The reaction mixture was stirred at room temperature (25° C.) for 3 hours. Reaction mixture was concentrated and crude product was purified by column chromatography (silica gel, 20% ethyl acetate in petroleum ether) to obtain the title compound.